From a dataset of the Open Reaction Database (ORD), a public repository of structured organic reaction records. describe an organic reaction: reactants, conditions, products, and yield The reactants are NC=1SC(=C(N1)C(=O)N1[C@@H]([C@H]2C[C@H]2C1)CN)C1=CC(=CC=C1)F ([2-Amino-5-(3-fluoro-phenyl)-thiazol-4-yl]-((1S,2 S,5R)-2-aminomethyl-3-aza-bicyclo[3.1.0]hex-3-yl)-methanone), O1CCC=2C1=CC=CC2C(=O)O (2,3-Dihydro-benzofuran-4-carboxylic acid). The product is NC=1SC(=C(N1)C(=O)N1[C@@H]([C@H]2C[C@H]2C1)CNC(=O)C=1C=CC=C2C1CCO2)C2=CC(=CC=C2)F (2,3-Dihydro-benzofuran-4-carboxylic Acid{(1S,2S,5R)-3-[2-amino-5-(3-fluoro-phenyl)-thiazole-4-carbonyl]-3-aza-bicyclo[3.1.0]hex-2-ylmethyl}-amide). Reaction SMILES: [NH2:1][C:2]1[S:3][C:4]([C:17]2[CH:22]=[CH:21][CH:20]=[C:19]([F:23])[CH:18]=2)=[C:5]([C:7]([N:9]2[CH2:14][C@H:13]3[C@H:11]([CH2:12]3)[C@H:10]2[CH2:15][NH2:16])=[O:8])[N:6]=1.[O:24]1[C:28]2=[CH:29][CH:30]=[CH:31][C:32]([C:33](O)=[O:34])=[C:27]2[CH2:26][CH2:25]1>>[NH2:1][C:2]1[S:3][C:4]([C:17]2[CH:22]=[CH:21][CH:20]=[C:19]([F:23])[CH:18]=2)=[C:5]([C:7]([N:9]2[CH2:14][C@H:13]3[C@H:11]([CH2:12]3)[C@H:10]2[CH2:15][NH:16][C:33]([C:32]2[CH:31]=[CH:30][CH:29]=[C:28]3[O:24][CH2:25][CH2:26][C:27]=23)=[O:34])=[O:8])[N:6]=1. Procedure details: prepared by reaction of [2-Amino-5-(3-fluoro-phenyl)-thiazol-4-yl]-((1S,2 S,5R)-2-aminomethyl-3-aza-bicyclo[3.1.0]hex-3-yl)-methanone with 2,3-Dihydro-benzofuran-4-carboxylic acid. LC-MS (basic): tR=0.79 min; [M+H]+=479.4.